Dataset: the Open Reaction Database (ORD), a public repository of structured organic reaction records. Task: describe an organic reaction: reactants, conditions, products, and yield Reactants: OC=1C=2C(N=CN1)=NO[N+]2[O-] (7-hydroxy-[1,2,5]oxadiazolo[3,4-d]pyrimidine-1-oxide), [H-].[Li+] (lithium hydride), ClCC(=O)N(C)C (2-chloro-N,N-dimethylacetamide). Solvent: C1CCOC1 (THF), C1CCOC1 (THF). Run at time 2 hour. Product: CN(C)C(=O)CN1C=NC=2C(C1=O)=[N+](ON2)[O-] (6-(N,N-Dimethylaminocarbonylmethyl)-[1,2,5]oxadiazolo[3,4-d]pyrimidine-7(6H)-one-1-oxide). As a reaction SMILES: [OH:1][C:2]1[C:3]2[C:4](=[N:8][O:9][N+:10]=2[O-:11])[N:5]=[CH:6][N:7]=1.[H-].[Li+].Cl[CH2:15][C:16]([N:18]([CH3:20])[CH3:19])=[O:17]>C1COCC1>[CH3:19][N:18]([C:16]([CH2:15][N:7]1[C:2](=[O:1])[C:3]2=[N+:10]([O-:11])[O:9][N:8]=[C:4]2[N:5]=[CH:6]1)=[O:17])[CH3:20] |f:1.2|. Reported procedure: 4.6 g (30 mmol) of 7-hydroxy-[1,2,5]oxadiazolo[3,4-d]pyrimidine-1-oxide and 0.28 g (35 mmol) of lithium hydride are heated at 50° C. for 30 minutes in 65 ml of THF. A solution of 4.6 g (38 mmol) of 2-chloro-N,N-dimethylacetamide in 10 ml of THF is then added dropwise and the mixture is heated under reflux for 4 hours. The solvent is completely stripped off in a rotary evaporator and the residue is stirred with 30 ml of water for 2 hours. The precipitate is filtered off with suction and recrystal... Starting materials: ClC1=CC=C(C=C1)N1N=C2C(=NNC=3C=CC=CC23)C1=O (2-(4-chlorophenyl)-2,5-dihydropyrazolo[4,3-c]cinnolin-3-one), [H][H] (hydrogen). Reagents/catalysts: [Pt]=O (platinum oxide). Run in FC(C(=O)O)(F)F (trifluoroacetic acid). Product: ClC1=CC=C(C=C1)N1N=C2C(=NNC=3CCCCC23)C1=O (2-(4-Chlorophenyl)-2,5,6,7,8,9-hexahydropyrazolo[4,3-c]cinnolin-3-one). RXN SMILES: [Cl:1][C:2]1[CH:7]=[CH:6][C:5]([N:8]2[C:20](=[O:21])[C:11]3=[N:12][NH:13][C:14]4[CH:15]=[CH:16][CH:17]=[CH:18][C:19]=4[C:10]3=[N:9]2)=[CH:4][CH:3]=1.[H][H]>FC(F)(F)C(O)=O.[Pt]=O>[Cl:1][C:2]1[CH:7]=[CH:6][C:5]([N:8]2[C:20](=[O:21])[C:11]3=[N:12][NH:13][C:14]4[CH2:15][CH2:16][CH2:17][CH2:18][C:19]=4[C:10]3=[N:9]2)=[CH:4][CH:3]=1. Procedure details: To 2-(4-chlorophenyl)-2,5-dihydropyrazolo[4,3-c]cinnolin-3-one (0.5 g) dissolved in trifluoroacetic acid (20 ml) was added platinum oxide (0.2 g). The re action mixture was hydrogenated at 50 psi until no further uptake of hydrogen was observed. The catalyst was collected by filtration, the filtrate was poured onto ice and basified with ammonia. On the addition of dichloromethane a solid precipitated out; the solid was collected by filtration, washed with water and dried. Recrystallisation from ... Reactants: O=C([O-])[O-], CCCc1c(OCCCC(=O)OCC)ccc(C(C)=O)c1OCCOCCOCCOCCBr, CC(C)=O, [K+], [K+], CCCc1c(O)ccc(C(C)=O)c1O. Yields the product CCCc1c(OCCOCCOCCOCCOc2c(C(C)=O)ccc(OCCCC(=O)OCC)c2CCC)ccc(C(C)=O)c1O. RXN SMILES: [C:49](=[O:50])([O-:51])[O-:52].[CH2:15]([CH3:16])[O:17][C:18]([CH2:19][CH2:20][CH2:21][O:22][c:23]1[c:24]([CH2:45][CH2:46][CH3:47])[c:25]([O:32][CH2:33][CH2:34][O:35][CH2:36][CH2:37][O:38][CH2:39][CH2:40][O:41][CH2:42][CH2:43][Br:44])[c:26]([C:29]([CH3:30])=[O:31])[cH:27][cH:28]1)=[O:48].[CH3:55][C:56](=[O:57])[CH3:58].[K+:53].[K+:54].[OH:1][c:2]1[c:3]([C:12]([CH3:13])=[O:14])[cH:4][cH:5][c:6]([OH:11])[c:7]1[CH2:8][CH2:9][CH3:10]>>[OH:1][c:2]1[c:3]([C:12]([CH3:13])=[O:14])[cH:4][cH:5][c:6]([O:11][CH2:43][CH2:42][O:41][CH2:40][CH2:39][O:38][CH2:37][CH2:36][O:35][CH2:34][CH2:33][O:32][c:25]2[c:24]([CH2:45][CH2:46][CH3:47])[c:23]([O:22][CH2:21][CH2:20][CH2:19][C:18]([O:17][CH2:15][CH3:16])=[O:48])[cH:28][cH:27][c:26]2[C:29]([CH3:30])=[O:31])[c:7]1[CH2:8][CH2:9][CH3:10]. Reactants: C(CCC)C1=NC2=C(N1CC1=CC=C(C=C1)C=1C(=CC=CC1)C(=O)OC(C)(C)C)C=C(C=C2)N(C(=O)NCCCCCC)C2CCCCC2 (tert.butyl 4'-[(2-n-butyl-6-(N-(n-hexylaminocarbonyl)-cyclohexylamino)-benzimidazol-1-yl)-methyl]biphenyl-2-carboxylate), FC(C(=O)O)(F)F (trifluoroacetic acid). The product is C(CCC)C1=NC2=C(N1CC1=CC=C(C=C1)C=1C(=CC=CC1)C(=O)O)C=C(C=C2)N(C(=O)NCCCCCC)C2CCCCC2 (4'-[(2-n-Butyl-6-(N-(n-hexylaminocarbonyl)-cyclohexylamino)-benzimidazol-1-yl)-methyl]biphenyl-2-carboxylic acid). RXN SMILES: [CH2:1]([C:5]1[N:9]([CH2:10][C:11]2[CH:16]=[CH:15][C:14]([C:17]3[C:18]([C:23]([O:25]C(C)(C)C)=[O:24])=[CH:19][CH:20]=[CH:21][CH:22]=3)=[CH:13][CH:12]=2)[C:8]2[CH:30]=[C:31]([N:34]([CH:44]3[CH2:49][CH2:48][CH2:47][CH2:46][CH2:45]3)[C:35]([NH:37][CH2:38][CH2:39][CH2:40][CH2:41][CH2:42][CH3:43])=[O:36])[CH:32]=[CH:33][C:7]=2[N:6]=1)[CH2:2][CH2:3][CH3:4].FC(F)(F)C(O)=O>>[CH2:1]([C:5]1[N:9]([CH2:10][C:11]2[CH:16]=[CH:15][C:14]([C:17]3[C:18]([C:23]([OH:25])=[O:24])=[CH:19][CH:20]=[CH:21][CH:22]=3)=[CH:13][CH:12]=2)[C:8]2[CH:30]=[C:31]([N:34]([CH:44]3[CH2:45][CH2:46][CH2:47][CH2:48][CH2:49]3)[C:35]([NH:37][CH2:38][CH2:39][CH2:40][CH2:41][CH2:42][CH3:43])=[O:36])[CH:32]=[CH:33][C:7]=2[N:6]=1)[CH2:2][CH2:3][CH3:4]. Reported procedure: Prepared in analogous manner to Example 9 from tert.butyl 4'-[(2-n-butyl-6-(N-(n-hexylaminocarbonyl)-cyclohexylamino)-benzimidazol-1-yl)-methyl]biphenyl-2-carboxylate and trifluoroacetic acid. Starting materials: N1(CCCCCC1)CCN1CCC(CC1)NC(=O)C=1NC2=CC=CC(=C2C1)OCC(C)C (4-Isobutoxy-1H-indole-2-carboxylic acid [1-(2-azepan-1-yl-ethyl)-piperidin-4-yl]-amide), Cl.Cl.Cl.C[C@@H]1N([C@@H](CCC1)C)CCN1CCC(CC1)N (1-[2-((2S,6R)-2,6-Dimethyl-piperidin-1-yl)-ethyl]-piperidin-4-ylamine trihydrochloride). Yields the product CC1N(C(CCC1)C)CCN1CCC(CC1)NC(=O)C=1NC2=CC=CC(=C2C1)OCC(C)C (4-Isobutoxy-1H-indole-2-carboxylic acid {1-[2-(2,6-dimethyl-piperidin-1-yl)-ethyl]-piperidin-4-yl}-amide). As a reaction SMILES: [N:1]1([CH2:8][CH2:9][N:10]2[CH2:15][CH2:14][CH:13]([NH:16][C:17]([C:19]3[NH:20][C:21]4[C:26]([CH:27]=3)=[C:25]([O:28][CH2:29][CH:30]([CH3:32])[CH3:31])[CH:24]=[CH:23][CH:22]=4)=[O:18])[CH2:12][CH2:11]2)[CH2:7][CH2:6][CH2:5][CH2:4][CH2:3][CH2:2]1.Cl.Cl.Cl.[CH3:36][C@H]1CCC[C@@H](C)N1CCN1CCC(N)CC1>>[CH3:36][CH:7]1[CH2:6][CH2:5][CH2:4][CH:3]([CH3:2])[N:1]1[CH2:8][CH2:9][N:10]1[CH2:11][CH2:12][CH:13]([NH:16][C:17]([C:19]2[NH:20][C:21]3[C:26]([CH:27]=2)=[C:25]([O:28][CH2:29][CH:30]([CH3:31])[CH3:32])[CH:24]=[CH:23][CH:22]=3)=[O:18])[CH2:14][CH2:15]1 |f:1.2.3.4|. Procedure details: This compound is synthesized analogously to Example 1 from 4-Isobutoxy-1H-indole-2-carboxylic acid 80 (preparation see Example 8) and amine 27.